From a dataset of the Open Reaction Database (ORD), a public repository of structured organic reaction records. describe an organic reaction: reactants, conditions, products, and yield Yields the product ClC1=CC=C2CC(C(NC2=C1)=O)C(=O)O (7-chloro-1,2,3,4-tetrahydro-2-oxo-3-quinoline carboxylic acid). Run in C(C)O (ethyl alcohol). Procedure details: 7-chloro-1,2,3,4-tetrahydro-2-oxo-3-quinoline carboxylic acid, ethyl ester (1.35 g) was dissolved into a solution of potassium hydroxide (0.76 g) in ethyl alcohol (15 ml) at room temperature under stirring. A solid soon separated and was recovered by filtration after 2 hours. The solid was dissolved into cold water and hydrochloric acid was added until precipitation of a white solid took place. The title acid was recovered by filtration and after drying 1.0 g were obtained. M.p. 158°-160° C. Reaction SMILES: [Cl:1][C:2]1[CH:11]=[C:10]2[C:5]([CH2:6][CH:7]([C:13]([O:15]CC)=[O:14])[C:8](=[O:12])[NH:9]2)=[CH:4][CH:3]=1.[OH-].[K+]>C(O)C>[Cl:1][C:2]1[CH:11]=[C:10]2[C:5]([CH2:6][CH:7]([C:13]([OH:15])=[O:14])[C:8](=[O:12])[NH:9]2)=[CH:4][CH:3]=1 |f:1.2|. Reactants: ClC1=CC=C2CC(C(NC2=C1)=O)C(=O)OCC (7-chloro-1,2,3,4-tetrahydro-2-oxo-3-quinoline carboxylic acid, ethyl ester), [OH-].[K+] (potassium hydroxide).